Dataset: the Open Reaction Database (ORD), a public repository of structured organic reaction records. Task: describe an organic reaction: reactants, conditions, products, and yield Starting materials: ClC1=C(C(=O)OC(C)(C)C)C=CC(=C1C(O)C=1OC=CC1)Cl (tert-butyl 2,4-dichloro-3-((2-furyl)(hydroxymethyl))benzoate), [H-].[Na+] (sodium hydride), IC (iodomethane). Run in [Cl-].[Na+] (sodium chloride), O1CCCC1 (tetrahydrofuran). Conditions: time 3 hour. Yields the product ClC1=C(C(=O)OC(C)(C)C)C=CC(=C1C(OC)C=1OC=CC1)Cl (tert-Butyl 2,4-dichloro-3-((2-furyl)(methoxymethyl))benzoate). Reaction SMILES: [Cl:1][C:2]1[C:14]([CH:15]([C:17]2[O:18][CH:19]=[CH:20][CH:21]=2)[OH:16])=[C:13]([Cl:22])[CH:12]=[CH:11][C:3]=1[C:4]([O:6][C:7]([CH3:10])([CH3:9])[CH3:8])=[O:5].[H-].[Na+].I[CH3:26]>O1CCCC1.[Cl-].[Na+]>[Cl:1][C:2]1[C:14]([CH:15]([C:17]2[O:18][CH:19]=[CH:20][CH:21]=2)[O:16][CH3:26])=[C:13]([Cl:22])[CH:12]=[CH:11][C:3]=1[C:4]([O:6][C:7]([CH3:10])([CH3:8])[CH3:9])=[O:5] |f:1.2,5.6|. Procedure details: At room temperature, 3.0 g (8.8 mmol) of tert-butyl 2,4-dichloro-3-((2-furyl)(hydroxymethyl))benzoate in 40 ml of tetrahydrofuran are stirred for 1 h with 0.4 g (16.6 mmol) of sodium hydride. 6.3 g (43.8 mmol) of iodomethane are added dropwise and the mixture is stirred at room temperature for a further 3 h. The reaction mixture is taken up in 100 ml of saturated aqueous sodium chloride solution, extracted with methyl tert-butyl ether, dried over sodium sulfate, filtered and freed from the solve... Starting materials: COC(=O)C1=NC=CC=C1C(OC)OC (3-(dimethoxymethyl)-2-pyridinecarboxylic acid methyl ester), C1(=CC=C(C=C1)S(=O)(=O)O)C (p-toluenesulfonic acid), C([O-])(O)=O.[Na+] (sodium bicarbonate). Solvent: O1CCOCC1 (dioxane), O (water), O (water). Yields the product COC(=O)C1=NC=CC=C1C=O (3-Formyl-2-pyridinecarboxylic Acid Methyl Ester). As a reaction SMILES: [CH3:1][O:2][C:3]([C:5]1[C:10]([CH:11](OC)[O:12]C)=[CH:9][CH:8]=[CH:7][N:6]=1)=[O:4].C1(C)C=CC(S(O)(=O)=O)=CC=1.C(=O)(O)[O-].[Na+]>O1CCOCC1.O>[CH3:1][O:2][C:3]([C:5]1[C:10]([CH:11]=[O:12])=[CH:9][CH:8]=[CH:7][N:6]=1)=[O:4] |f:2.3|. Procedure details: To a solution of 3-(dimethoxymethyl)-2-pyridinecarboxylic acid methyl ester (1.02 g) in dioxane (20 mL) was added water (20 mL), followed by p-toluenesulfonic acid (0.30 g). This solution was heated at 55°-60° C. for 24 hours. The reaction mixture was cooled, diluted with water (50 mL), treated with aqueous saturated sodium bicarbonate until the pH was 7.5-8.0, and extracted with methylene chloride (3×). The combined organic extracts were washed with dilute brine (3×), dried (K2CO3) and evaporat... Starting materials: resultant mixture, ClCCCOC1=C(C(=O)C2=CN(C3=CC=CC=C23)CCCC(=O)OCC)C=CC(=C1)NCC1=CC=C(C=C1)CC (Ethyl 4-{3-[3-chloropropoxy-4-(4-ethylphenyl)methylaminobenzoyl]indol-1-yl}butanoate), Cl.COC1=C(C=CC=C1)N1CCNCC1 (1-(2-methoxyphenyl)piperazine hydrochloride), [I-].[K+] (potassium iodide), Cl (hydrochloric acid). The solvent is CN(C=O)C (N,N-dimethylformamide), C(C)N(CC)CC (triethylamine), C(C)(=O)OCC (ethyl acetate). Product: Cl.C(C)C1=CC=C(C=C1)CNC1=C(C=C(C(=O)C2=CN(C3=CC=CC=C23)CCCC(=O)OCC)C=C1)OCCCN1CCN(CC1)C1=C(C=CC=C1)OC (ethyl 4-{3-{4-(4-ethylphenyl)methylamino-3-{3-[4-(2-methoxyphenyl)piperazin-1-yl]propoxy)benzoyl}indol-1-yl}butanoate hydrochloride). Yield: 142.6%. Reaction SMILES: [Cl:1]CCCO[C:6]1[CH:30]=[C:29]([NH:31][CH2:32][C:33]2[CH:38]=[CH:37][C:36]([CH2:39][CH3:40])=[CH:35][CH:34]=2)[CH:28]=[CH:27][C:7]=1[C:8]([C:10]1[C:18]2[C:13](=[CH:14][CH:15]=[CH:16][CH:17]=2)[N:12]([CH2:19][CH2:20][CH2:21][C:22]([O:24][CH2:25][CH3:26])=[O:23])[CH:11]=1)=[O:9].Cl.[CH3:42][O:43][C:44]1[CH:49]=[CH:48][CH:47]=[CH:46][C:45]=1[N:50]1[CH2:55][CH2:54][NH:53][CH2:52][CH2:51]1.[I-].[K+].Cl>CN(C)C=O.C(OCC)(=O)C.C(N(CC)CC)C>[ClH:1].[CH2:39]([C:36]1[CH:37]=[CH:38][C:33]([CH2:32][NH:31][C:29]2[CH:30]=[CH:6][C:7]([C:8]([C:10]3[C:18]4[C:13](=[CH:14][CH:15]=[CH:16][CH:17]=4)[N:12]([CH2:19][CH2:20][CH2:21][C:22]([O:24][CH2:25][CH3:26])=[O:23])[CH:11]=3)=[O:9])=[CH:27][C:28]=2[O:9][CH2:8][CH2:7][CH2:6][N:53]2[CH2:54][CH2:55][N:50]([C:45]3[CH:46]=[CH:47][CH:48]=[CH:49][C:44]=3[O:43][CH3:42])[CH2:51][CH2:52]2)=[CH:34][CH:35]=1)[CH3:40] |f:1.2,3.4,9.10|. Procedure details: Ethyl 4-{3-[3-chloropropoxy-4-(4-ethylphenyl)methylaminobenzoyl]indol-1-yl}butanoate (44.5 g) was dissolved in N,N-dimethylformamide (230 ml), and 1-(2-methoxyphenyl)piperazine hydrochloride (36.2 g), potassium iodide (52.5 g), and triethylamine (46 ml) were added to the solution. The resultant mixture was stirred at 90° C. for one hour. The reaction mixture was cooled and poured into ethyl acetate (230 ml) and 1N hydrochloric acid (460 ml) was added. Crystals so precipitated were collected by f... Starting materials: C[Si](C)(C)C#CC=1C=CC=C2CNC(C12)=O (7-((Trimethylsilyl)ethynyl)isoindolin-1-one), CCCC[N+](CCCC)(CCCC)CCCC.[F-] (TBAF). The solvent is C1CCOC1 (THF). Conditions: time 1.5 hour. Product: C(#C)C=1C=CC=C2CNC(C12)=O (7-Ethynylisoindolin-1-one). The yield is 76.3%. RXN SMILES: C[Si]([C:5]#[C:6][C:7]1[CH:8]=[CH:9][CH:10]=[C:11]2[C:15]=1[C:14](=[O:16])[NH:13][CH2:12]2)(C)C.CCCC[N+](CCCC)(CCCC)CCCC.[F-]>C1COCC1>[C:6]([C:7]1[CH:8]=[CH:9][CH:10]=[C:11]2[C:15]=1[C:14](=[O:16])[NH:13][CH2:12]2)#[CH:5] |f:1.2|. Reported procedure: To a solution of 7-((trimethylsilyl)ethynyl)isoindolin-1-one (160) (0.172 g, 0.634 mmol) in dry THF (8 mL) under an atmosphere of nitrogen was added TBAF (1.0 M in THF, 0.697 mL, 0.697 mmol) dropwise at 0° C. The solution was stirred at this temperature for 1.5 hours and then quenched by the addition of water (2 mL). The reaction mixture was concentrated in vacuo and diluted with DCM (100 mL) and sat. aq. NaHCO3 (70 mL). The layers were separated and the aqueous layer was extracted with DCM (70 ... The reactants are C12CNCCC2CN1C1=NC2=CC=CC=C2N=C1 (2-(3,8-Diaza-bicyclo[4.2.0]oct-8-yl)-quinoxaline), C(C)(C)(C)OC(=O)N1CC2NCC2CC1 (3,8-diaza-bicyclo[4.2.0]octane-3-carboxylic acid tert-butyl ester). Product: [C@@H]12CNCC[C@H]2CN1C1=NC2=CC=CC=C2N=C1 ((1R,6S)-2-(3,8-Diaza-bicyclo[4.2.0]oct-8-yl)-quinoxaline). RXN SMILES: [CH:1]12[N:8]([C:9]3[CH:18]=[N:17][C:16]4[C:11](=[CH:12][CH:13]=[CH:14][CH:15]=4)[N:10]=3)[CH2:7][CH:6]1[CH2:5][CH2:4][NH:3][CH2:2]2.C(OC(N1CCC2C(NC2)C1)=O)(C)(C)C>>[C@@H:1]12[N:8]([C:9]3[CH:18]=[N:17][C:16]4[C:11](=[CH:12][CH:13]=[CH:14][CH:15]=4)[N:10]=3)[CH2:7][C@@H:6]1[CH2:5][CH2:4][NH:3][CH2:2]2. Reported procedure: The title compound was prepared in a manner analogous to Intermediate 2, substituting (1R,6S)3,8-diaza-bicyclo[4.2.0]octane-3-carboxylic acid tert-butyl ester for 3,8-diaza-bicyclo[4.2.0]octane-3-carboxylic acid tert-butyl ester in Step A. MS (ESI) mass calcd. for C14H16N4, 240.3; m/z found, 241.2 [M+H]+. 1H NMR (CDCl3): 8.15 (s, 1H), 7.86 (dd, J=8.4, 1.0, 1H), 7.67 (dd, J=8.4, 1.0, 1H), 7.57-7.34 (m, 1H), 7.40-7.34 (m, 1H), 4.45-4.37 (m, 1H), 4.17-4.10 (m, 1H), 3.86 (dd, J=7.5, 3.4, 1H), 3.57 (... Reactants: C(C)(C)(C)OC(=O)N1CC2C(N(C=3C(=CC(=CC23)NC2=NC=CC=C2)C(F)(F)F)C)CC1 (5-methyl-8-(pyridinylamino)-6-trifluoromethyl-1,3,4,4a,5,9b-hexahydro-pyrido[4,3-b]indole-2-carboxylic acid tert-butyl ester), CC(C)(C)[O-].[Na+] (NaOt-Bu), C(C)(C)(C)OC(=O)N1C[C@@H]2[C@@H](N(C=3C(=CC(=CC23)Br)C#N)C)CC1 ((4aS,9bR)-8-bromo-6-cyano-5-methyl-1,3,4,4a,5,9b-hexahydro-pyrido[4,3-b]indole-2-carboxylic acid tert-butyl ester), ClC1=NC=C(C=C1N)Cl (2,5-dichloro-pyridin-3-ylamine). Yields the product ClC1=NC=C(C=C1NC=1C=C2[C@H]3[C@@H](N(C2=C(C1)C#N)C)CCNC3)Cl ((4aS,9bR)-8-(2,5-dichloro-pyridin-3-ylamino)-5-methyl-2,3,4,4a,5,9b-hexahydro-1H-pyrido[4,3-b]indole-6-carbonitrile). RXN SMILES: C(OC(N1CCC2N(C)C3C(C(F)(F)F)=CC(NC4C=CC=CN=4)=CC=3C2C1)=O)(C)(C)C.C(OC([N:40]1[CH2:56][CH2:55][C@@H:43]2[N:44]([CH3:54])[C:45]3[C:46]([C:52]#[N:53])=[CH:47][C:48](Br)=[CH:49][C:50]=3[C@@H:42]2[CH2:41]1)=O)(C)(C)C.[Cl:57][C:58]1[C:63]([NH2:64])=[CH:62][C:61]([Cl:65])=[CH:60][N:59]=1.CC([O-])(C)C.[Na+]>>[Cl:57][C:58]1[C:63]([NH:64][C:48]2[CH:49]=[C:50]3[C:45](=[C:46]([C:52]#[N:53])[CH:47]=2)[N:44]([CH3:54])[C@H:43]2[CH2:55][CH2:56][NH:40][CH2:41][C@@H:42]32)=[CH:62][C:61]([Cl:65])=[CH:60][N:59]=1 |f:3.4|. Procedure: The title compound was prepared by following the general method for (5-methyl-6-trifluoromethyl-2,3,4,4a,5,9b-hexahydro-1H-pyrido[4,3-b]indol-8-yl)-pyridin-3-yl-amine (Method A) as a yellow solid (60 mg, 32%) from (4aS,9bR)-8-bromo-6-cyano-5-methyl-1,3,4,4a,5,9b-hexahydro-pyrido[4,3-b]indole-2-carboxylic acid tert-butyl ester (Example 158, 196 mg, 0.5 mmol), 2,5-dichloro-pyridin-3-ylamine (186 mg, 1.5 mmol) and NaOt-Bu (144 mg, 1.5 mmol). MS (ESI): 375 (base, M+H). Reactants: O=C1NSC2=C1C=CC(=C2)C(=O)O (3-oxo-1,2-benzisothiazoline-6-carboxylic acid), [N+](=[N-])=C (diazomethane). Solvent: C(C)(C)O (isopropanol), CCOCC (ether). Run at time 10 minute. The product is COC(=O)C1=CC2=C(C(NS2)=O)C=C1 (3-oxo-1,2-benzisothiazoline-6-carboxylic acid methyl ester). Reaction SMILES: [O:1]=[C:2]1[C:6]2[CH:7]=[CH:8][C:9]([C:11]([OH:13])=[O:12])=[CH:10][C:5]=2[S:4][NH:3]1.[N+](=[CH2:16])=[N-]>C(O)(C)C.CCOCC>[CH3:16][O:12][C:11]([C:9]1[CH:8]=[CH:7][C:6]2[C:2](=[O:1])[NH:3][S:4][C:5]=2[CH:10]=1)=[O:13]. Procedure details: A solution of 19.5 g (0.1 mole) of 3-oxo-1,2-benzisothiazoline-6-carboxylic acid in 40 ml of isopropanol is treated with an excess of a solution of diazomethane in ether added at 0° C. with stirring over a period of 10 minutes. The reaction mixture is evaporated to dryness and the 3-oxo-1,2-benzisothiazoline-6-carboxylic acid methyl ester is obtained as an oil. Starting materials: [Li]CCCC, C1CCOC1, COc1ccc(OC)nn1, CC1CCCN(C)C1(C)C, [Cl-], [NH4+]. Product: COc1cc(Cl)c(OC)nn1. As a reaction SMILES: [CH2:1]([Li:2])[CH2:3][CH2:4][CH3:5].[CH2:28]1[O:29][CH2:30][CH2:31][CH2:32]1.[CH3:16][O:17][c:18]1[n:19][n:20][c:21]([O:24][CH3:25])[cH:22][cH:23]1.[CH3:6][CH:7]1[CH2:8][CH2:9][CH2:10][N:11]([CH3:12])[C:13]1([CH3:14])[CH3:15].[Cl-:26].[NH4+:27]>>[CH3:16][O:17][c:18]1[n:19][n:20][c:21]([O:24][CH3:25])[cH:22][c:23]1[Cl:26]. Reactants: [OH-].[Na+] (sodium hydroxide), N1CC(C(=O)O)CCC1 (Nipecotic acid), C([O-])([O-])=O.[Na+].[Na+] (sodium carbonate), ClC(=O)OCC1=CC=CC=C1 (benzyl chloroformate). Solvent: O (water), O (water). Run at time 1 day. Product: C(C1=CC=CC=C1)OC(=O)N1CC(CCC1)C(=O)O (1-[(Benzyloxy)carbonyl]piperidine-3-carboxylic acid). Yield: 73.2%. Reaction SMILES: [NH:1]1[CH2:9][CH2:8][CH2:7][CH:3]([C:4]([OH:6])=[O:5])[CH2:2]1.C(=O)([O-])[O-].[Na+].[Na+].Cl[C:17]([O:19][CH2:20][C:21]1[CH:26]=[CH:25][CH:24]=[CH:23][CH:22]=1)=[O:18].[OH-].[Na+]>O>[CH2:20]([O:19][C:17]([N:1]1[CH2:9][CH2:8][CH2:7][CH:3]([C:4]([OH:6])=[O:5])[CH2:2]1)=[O:18])[C:21]1[CH:26]=[CH:25][CH:24]=[CH:23][CH:22]=1 |f:1.2.3,5.6|. Reported procedure: Nipecotic acid (3.93 g, 30.4 mmol) and sodium carbonate (5.10 g, 48.1 mmol) in water (40 mL) was mixed with benzyl chloroformate (5.20 mL, 36.4 mmol) under cooling with ice and stirred at room temperature for one day. After addition of water and 1 M aqueous sodium hydroxide, the reaction mixture was allowed to separate by adding diethyl ether. The aqueous layer was adjusted to pH 1 with concentrated hydrochloric acid and extracted with ethyl acetate. The resulting organic layer was washed with s...